This data is from the Open Reaction Database (ORD), a public repository of structured organic reaction records. The task is: describe an organic reaction: reactants, conditions, products, and yield Procedure details: Prepared from ethyl 7-methylspiro[4.5]dec-7-ene-6-carboxylate (prepared as described in Example 14), as described for the preparation of methyl 7-methylspiro[4.5]dec-6-ene-6-carboxylate from methyl 7-methylspiro[4.5]dec-7-ene-6-carboxylate (Example 26), via crude ethyl 1-methyl-7-oxaspiro[bicyclo[4.1.0]heptane-3,1′-cyclopentane]-2-carboxylate (MCPBA, CH2Cl2), transformed into crude ethyl 8-hydroxy-7-methylspiro[4.5]dec-6-ene-6-carboxylate (NaOEt, reflux, 4 h) that was reduced using triethylsilan... Solvent: ClCCl (dichloromethane). Product: CC1=C(C2(CCCC2)CCC1)C(=O)OCC (Ethyl 7-methylspiro[4.5]dec-6-ene-6-carboxylate). The reactants are CC1=C(C2(CCCC2)CCC1)C(=O)OC (methyl 7-methylspiro[4.5]dec-6-ene-6-carboxylate), CC=1C(C2(CCCC2)CCC1)C(=O)OC (methyl 7-methylspiro[4.5]dec-7-ene-6-carboxylate), CC12C(C3(CCCC3)CCC2O1)C(=O)OCC (ethyl 1-methyl-7-oxaspiro[bicyclo[4.1.0]heptane-3,1′-cyclopentane]-2-carboxylate), CC=1C(C2(CCCC2)CCC1)C(=O)OCC (ethyl 7-methylspiro[4.5]dec-7-ene-6-carboxylate), OC1C(=C(C2(CCCC2)CC1)C(=O)OCC)C (ethyl 8-hydroxy-7-methylspiro[4.5]dec-6-ene-6-carboxylate), B(F)(F)F.CCOCC (BF3.OEt2), C(C)[SiH](CC)CC (triethylsilane). As a reaction SMILES: [CH3:1][C:2]1[CH:3]([C:12]([O:14][CH2:15][CH3:16])=[O:13])[C:4]2([CH2:9][CH2:10][CH:11]=1)[CH2:8][CH2:7][CH2:6][CH2:5]2.CC1CCCC2(CCCC2)C=1C(OC)=O.CC1C(C(OC)=O)C2(CCC=1)CCCC2.CC12OC1CCC1(CCCC1)C2C(OCC)=O.OC1CCC2(CCCC2)C(C(OCC)=O)=C1C.C([SiH](CC)CC)C.B(F)(F)F.CCOCC>ClCCl>[CH3:1][C:2]1[CH2:11][CH2:10][CH2:9][C:4]2([CH2:8][CH2:7][CH2:6][CH2:5]2)[C:3]=1[C:12]([O:14][CH2:15][CH3:16])=[O:13] |f:6.7|. The product is C[Si](C)(C)C#Cc1cnc2nc(-c3ccc(C=O)cc3)c(-c3ccccc3)cn12. Starting materials: O=Cc1ccc(-c2nc3ncc(Br)n3cc2-c2ccccc2)cc1, CCCC[Sn](C#C[Si](C)(C)C)(CCCC)CCCC, Cc1ccccc1, c1ccc(P(c2ccccc2)(c2ccccc2)[Pd](P(c2ccccc2)(c2ccccc2)c2ccccc2)(P(c2ccccc2)(c2ccccc2)c2ccccc2)P(c2ccccc2)(c2ccccc2)c2ccccc2)cc1. RXN SMILES: [Br:1][c:2]1[cH:3][n:4][c:5]2[n:6]1[cH:7][c:8](-[c:19]1[cH:20][cH:21][cH:22][cH:23][cH:24]1)[c:9](-[c:11]1[cH:12][cH:13][c:14]([CH:15]=[O:16])[cH:17][cH:18]1)[n:10]2.[CH3:25][Si:26]([C:27]#[C:28][Sn:29]([CH2:30][CH2:31][CH2:32][CH3:33])([CH2:34][CH2:35][CH2:36][CH3:37])[CH2:38][CH2:39][CH2:40][CH3:41])([CH3:42])[CH3:43].[CH3:44][c:45]1[cH:46][cH:47][cH:48][cH:49][cH:50]1.[cH:51]1[cH:52][cH:53][c:54]([P:55]([Pd:56]([P:57]([c:58]2[cH:59][cH:60][cH:61][cH:62][cH:63]2)([c:64]2[cH:65][cH:66][cH:67][cH:68][cH:69]2)[c:70]2[cH:71][cH:72][cH:73][cH:74][cH:75]2)([P:76]([c:77]2[cH:78][cH:79][cH:80][cH:81][cH:82]2)([c:83]2[cH:84][cH:85][cH:86][cH:87][cH:88]2)[c:89]2[cH:90][cH:91][cH:92][cH:93][cH:94]2)[P:95]([c:96]2[cH:97][cH:98][cH:99][cH:100][cH:101]2)([c:102]2[cH:103][cH:104][cH:105][cH:106][cH:107]2)[c:108]2[cH:109][cH:110][cH:111][cH:112][cH:113]2)([c:114]2[cH:115][cH:116][cH:117][cH:118][cH:119]2)[c:120]2[cH:121][cH:122][cH:123][cH:124][cH:125]2)[cH:126][cH:127]1>>[c:2]1([C:28]#[C:27][Si:26]([CH3:25])([CH3:42])[CH3:43])[cH:3][n:4][c:5]2[n:6]1[cH:7][c:8](-[c:19]1[cH:20][cH:21][cH:22][cH:23][cH:24]1)[c:9](-[c:11]1[cH:12][cH:13][c:14]([CH:15]=[O:16])[cH:17][cH:18]1)[n:10]2. Yield: 68.7%. Run in N1=CC=CC=C1 (pyridine). As a reaction SMILES: [NH2:1][C:2]1[CH:7]=[CH:6][C:5]([C:8]2[CH:9]([CH3:15])[CH2:10][C:11](=[O:14])[NH:12][N:13]=2)=[CH:4][CH:3]=1.[C:16]([C:18]([CH3:23])([CH3:22])[C:19](Cl)=[O:20])#[N:17]>N1C=CC=CC=1>[C:16]([C:18]([CH3:23])([CH3:22])[C:19]([NH:1][C:2]1[CH:7]=[CH:6][C:5]([C:8]2[CH:9]([CH3:15])[CH2:10][C:11](=[O:14])[NH:12][N:13]=2)=[CH:4][CH:3]=1)=[O:20])#[N:17]. Yields the product C(#N)C(C(=O)NC1=CC=C(C=C1)C=1C(CC(NN1)=O)C)(C)C (6-[p-(2-cyano-2-methylpropionylamino)-phenyl]-4,5-dihydro-5-methyl-3(2H)-pyridazinone). Reported procedure: 20.3 g (0.1 mole) of 6-(p-aminophenyl)-4,5-dihydro-5-methyl-3(2H)-pyridazinone were stirred with 15.8 g (0.12 mole) of 2-cyano-2-methylpropionyl chloride in 100 ml of pyridine for 3 hours at 0° C. 100 g of ice were added, after which the crystals were filtered off under suction, and the product was recrystallized from dimethylformamide/water and dried at 50° C. under greatly reduced pressure. 20.5 g (57%) of 6-[p-(2-cyano-2-methylpropionylamino)-phenyl]-4,5-dihydro-5-methyl-3(2H)-pyridazinone we... Starting materials: NC1=CC=C(C=C1)C=1C(CC(NN1)=O)C (6-(p-aminophenyl)-4,5-dihydro-5-methyl-3(2H)-pyridazinone), C(#N)C(C(=O)Cl)(C)C (2-cyano-2-methylpropionyl chloride), ice. The reactants are C1(=CC=CC=C1)P(=O)(C1=CC=CC=C1)Cl (diphenylphosphinic chloride), C(\C=C(/C)\CCC=C(C)C)OC1=CC=C(C(=O)O)C=C1 (4-geranyloxybenzoic acid), NCCNC=1C=NC=CC1 (3-(2-aminoethylamino)pyridine). Run in C(C)N(CC)CC (triethylamine), C(Cl)(Cl)Cl (chloroform). Conditions: time 30 minute. Product: C(\C=C(/C)\CCC=C(C)C)OC1=CC=C(C(=O)NCCNC=2C=NC=CC2)C=C1 (3-[2-(4-geranyloxybenzoylamino)ethylamino]pyridine). Yield: 47.1%. As a reaction SMILES: [CH2:1]([O:11][C:12]1[CH:20]=[CH:19][C:15]([C:16]([OH:18])=O)=[CH:14][CH:13]=1)/[CH:2]=[C:3](/[CH2:5][CH2:6][CH:7]=[C:8]([CH3:10])[CH3:9])\[CH3:4].C1(P(Cl)(C2C=CC=CC=2)=O)C=CC=CC=1.[NH2:36][CH2:37][CH2:38][NH:39][C:40]1[CH:41]=[N:42][CH:43]=[CH:44][CH:45]=1>C(Cl)(Cl)Cl.C(N(CC)CC)C>[CH2:1]([O:11][C:12]1[CH:13]=[CH:14][C:15]([C:16]([NH:36][CH2:37][CH2:38][NH:39][C:40]2[CH:41]=[N:42][CH:43]=[CH:44][CH:45]=2)=[O:18])=[CH:19][CH:20]=1)/[CH:2]=[C:3](/[CH2:5][CH2:6][CH:7]=[C:8]([CH3:9])[CH3:10])\[CH3:4]. Procedure details: 4-geranyloxybenzoic acid(3.57 g) was dissolved in chloroform(60 ml) and triethylamine(3.60 ml), and then diphenylphosphinic chloride(2.48 ml) was added thereto while being cooled with ice. After being stirred for 30 minutes, the mixture, with 3-(2-aminoethylamino)pyridine(2.24 g) added thereto, was stirred for 3 hours at room temperature. The reaction mixture was washed with saturated sodium hydrogencarbonate aqueous solution and saturated brine successively, dried over sodium sulfate anhydride,... The reactants are ClCCl, COC(=O)C(C)Oc1cccc(CO)c1, O=S(Cl)Cl, c1ccncc1. Yields the product COC(=O)C(C)Oc1cccc(CCl)c1. RXN SMILES: [CH2:26]([Cl:27])[Cl:28].[OH:1][CH2:2][c:3]1[cH:4][c:5]([O:6][CH:7]([C:8](=[O:9])[O:10][CH3:11])[CH3:12])[cH:13][cH:14][cH:15]1.[S:16]([Cl:17])([Cl:18])=[O:19].[cH:20]1[cH:21][cH:22][n:23][cH:24][cH:25]1>>[CH2:2]([c:3]1[cH:4][c:5]([O:6][CH:7]([C:8](=[O:9])[O:10][CH3:11])[CH3:12])[cH:13][cH:14][cH:15]1)[Cl:18]. Starting materials: C(CC(O)(C(=O)[O-])CC(=O)[O-])(=O)[O-] (citrate), NC1=NC(=C2NC=NC2=N1)OCCC (2-amino-6-propoxypurine), N(=[N+]=[N-])[C@H]1C[C@@H](O[C@@H]1CO)N1C(=O)NC(=O)C(C)=C1 (3'-azido-3'-deoxythymidine). Reaction conditions: temperature 50 celsius. Yields the product NC1=NC(=C2N=CN(C2=N1)[C@H]1C[C@@H]([C@H](O1)CO)N=[N+]=[N-])OCCC (2-Amino-9-(3-azido-2,3-dideoxy-β-D-erythro-pentofuranosyl)-6-propoxy-9H purine). As a reaction SMILES: C([O-])(=O)CC(CC([O-])=O)(C([O-])=O)O.[NH2:14][C:15]1[N:23]=[C:22]2[C:18]([NH:19][CH:20]=[N:21]2)=[C:17]([O:24][CH2:25][CH2:26][CH3:27])[N:16]=1.[N:28]([C@@H:31]1[C@@H:35]([CH2:36][OH:37])[O:34][C@@H:33](N2C=C(C)C(=O)NC2=O)[CH2:32]1)=[N+:29]=[N-:30]>>[NH2:14][C:15]1[N:23]=[C:22]2[C:18]([N:19]=[CH:20][N:21]2[C@@H:33]2[O:34][C@H:35]([CH2:36][OH:37])[C@@H:31]([N:28]=[N+:29]=[N-:30])[CH2:32]2)=[C:17]([O:24][CH2:25][CH2:26][CH3:27])[N:16]=1. Procedure: To 500 ml of an aqueous pH 6.0 50 mM citrate buffer, prepared as described in Example 2c, was added 2-amino-6-propoxypurine (0.0985 g, 0.5 mmol) and 3'-azido-3'-deoxythymidine (0.668 g, 2.5 mmol). Solution was achieved by heating the mixture at 50° C. with sonication. A sample was removed as a control. A 25 mL solution of trans-N-deoxyribosylase (Example 2b) at an activity of 1500 units/mL was added. The reaction was heated at 50° C. Seven days later 0.0985 g, 0.5 mmol, of 2-amino-6-propoxypurin... Starting materials: NC1=C(C(=NN1C(=O)OC(C)(C)C)C1=CC=C(OCC2=CC=C(C=C2)C2=C(N=C(S2)N2CC3=C(C=CC=C3CC2)C(N(COCC[Si](C)(C)C)C=2SC3=C(N2)C=CC=C3)=O)C(=O)OCC)C=C1)C#N (ethyl 5-(4-((4-(5-amino-1-(tert-butoxycarbonyl)-4-cyano-1H-pyrazol-3-yl)phenoxy)methyl)phenyl)-2-(8-(benzo[d]thiazol-2-yl((2-(trimethylsilyl)ethoxy)methyl)carbamoyl)-3,4-dihydroisoquinolin-2(1H)-yl)thiazole-4-carboxylate), C(C1=CC=CC=C1)OC1=CC=C(C=C1)O (4-(benzyloxy)phenol), NC1=C(C(=NN1C(=O)OC(C)(C)C)C1=CC=C(C=C1)O)C#N (tert-butyl 5-amino-4-cyano-3-(4-hydroxyphenyl)-1H-pyrazole-1-carboxylate), CN(CCO)C (2-(dimethylamino)ethanol). Product: C(C1=CC=CC=C1)OC1=CC=C(OCCN(C)C)C=C1 (2-(4-(benzyloxy)phenoxy)-N,N-dimethylethanamine). RXN SMILES: NC1N(C(OC(C)(C)C)=O)N=C([C:14]2[CH:67]=[CH:66][C:17]([O:18][CH2:19][C:20]3[CH:25]=[CH:24][C:23](C4SC(N5CCC6C(=C(C(=O)N(C7SC8C=CC=CC=8N=7)COCC[Si](C)(C)C)C=CC=6)C5)=NC=4C(OCC)=O)=[CH:22][CH:21]=3)=[CH:16][CH:15]=2)C=1C#N.NC1N(C(OC(C)(C)C)=O)N=C(C2C=CC(O)=CC=2)C=1C#N.[CH3:92][N:93]([CH3:97])[CH2:94][CH2:95][OH:96].C(OC1C=CC(O)=CC=1)C1C=CC=CC=1>>[CH2:19]([O:18][C:17]1[CH:16]=[CH:15][C:14]([O:96][CH2:95][CH2:94][N:93]([CH3:97])[CH3:92])=[CH:67][CH:66]=1)[C:20]1[CH:21]=[CH:22][CH:23]=[CH:24][CH:25]=1. Reported procedure: Compound 75A was prepared in a similar manner to the synthesis of compound 35A by substituting compound 34D and compound 31F with 2-(dimethylamino)ethanol and 4-(benzyloxy)phenol, respectively: 1H NMR (DMSO-d6): δ 7.31-7.44 (m, 5H), 6.84-6.94 (m, 4H), 5.03 (s, 2H), 3.94-3.98 (m, 2H), 2.57 (d, J=5.93 Hz, 2H), 2.19 (s, 6H). ESI (+)/MS: 272 (M+H)+.